This data is from the Open Reaction Database (ORD), a public repository of structured organic reaction records. The task is: describe an organic reaction: reactants, conditions, products, and yield Starting materials: C(C)(=O)C=1C(=C(NC1C)C1=CC=CC=C1)N=CC1=CC=CC=C1 (4-Acetyl-3-benzylideneamino-5-methyl-2-phenylpyrrole), C(C)I (ethyl iodide). The product is C(C)(=O)C=1C(=C(N(C1C)CC)C1=CC=CC=C1)N=CC1=CC=CC=C1 (4-acetyl-3-benzylideneamino-1-ethyl-5-methyl-2-phenylpyrrole). As a reaction SMILES: [C:1]([C:4]1[C:5]([N:16]=[CH:17][C:18]2[CH:23]=[CH:22][CH:21]=[CH:20][CH:19]=2)=[C:6]([C:10]2[CH:15]=[CH:14][CH:13]=[CH:12][CH:11]=2)[NH:7][C:8]=1[CH3:9])(=[O:3])[CH3:2].[CH2:24](I)[CH3:25]>>[C:1]([C:4]1[C:5]([N:16]=[CH:17][C:18]2[CH:23]=[CH:22][CH:21]=[CH:20][CH:19]=2)=[C:6]([C:10]2[CH:15]=[CH:14][CH:13]=[CH:12][CH:11]=2)[N:7]([CH2:24][CH3:25])[C:8]=1[CH3:9])(=[O:3])[CH3:2]. Procedure: By procedure (a) of Example 49 and starting from the compound of Example 46 and ethyl iodide, the 4-acetyl-3-benzylideneamino-1-ethyl-5-methyl-2-phenylpyrrole is obtained, m.p. 139°-41° C. (from isopropanol/water). This compound is hydrolyzed as in procedure (b) of Example 49. Overall yield of the title compound: 54%, m.p. 107°-8° C. (from ethanol). Reactants: C(C)OC([C@@H](NC1=CC=C(C=C1)SC)C)=O (N-(4-Methylthiophenyl)alanine ethyl ester), C(CCC)I (n-butyl iodide), C([O-])([O-])=O.[K+].[K+] (potassium carbonate). Solvent: C(C)#N (acetonitrile). Product: C(C)OC([C@@H](N(CCCC)C1=CC=C(C=C1)SC)C)=O (N-(4-Methylthiophenyl)-N-(n-butyl)alanine ethyl ester), oil. Yield: 24.0%. RXN SMILES: [CH2:1]([O:3][C:4](=[O:16])[C@H:5]([CH3:15])[NH:6][C:7]1[CH:12]=[CH:11][C:10]([S:13][CH3:14])=[CH:9][CH:8]=1)[CH3:2].[CH2:17](I)[CH2:18][CH2:19][CH3:20].C(=O)([O-])[O-].[K+].[K+]>C(#N)C>[CH2:1]([O:3][C:4](=[O:16])[C@H:5]([CH3:15])[N:6]([C:7]1[CH:8]=[CH:9][C:10]([S:13][CH3:14])=[CH:11][CH:12]=1)[CH2:17][CH2:18][CH2:19][CH3:20])[CH3:2] |f:2.3.4|. Procedure details: N-(4-Methylthiophenyl)alanine ethyl ester (10.0 g, 42.0 mmol), n-butyl iodide (7.9 g, 42 mmol) and potassium carbonate were added to 150 mL of acetonitrile and the mixture was heated at reflux for 48 h under a nitrogen atmosphere. The reaction mixture was cooled and then partitioned between 300 mL ethyl acetate and 200 mL brine. The organic layer was separated, washed with 100 mL brine, dried over anhyd. sodium sulfate, and concentrated at reduced pressure. The resulting oil was charged onto a s... Starting materials: CCO, CCSc1nnnn1-c1ccc(Cl)cc1F, [Na], O. Yields the product O=c1[nH]nnn1-c1ccc(Cl)cc1F. Reaction SMILES: [CH3:18][CH2:19][OH:20].[Cl:2][c:3]1[cH:4][c:5]([F:17])[c:6](-[n:9]2[n:10][n:11][n:12][c:13]2[S:14][CH2:15][CH3:16])[cH:7][cH:8]1.[Na:1].[OH2:21]>>[Cl:2][c:3]1[cH:4][c:5]([F:17])[c:6](-[n:9]2[n:10][n:11][nH:12][c:13]2=[O:20])[cH:7][cH:8]1.